From a dataset of the Open Reaction Database (ORD), a public repository of structured organic reaction records. describe an organic reaction: reactants, conditions, products, and yield Reactants: CS(=O)(=O)C1=CC=C(C=C1)C1=CC=2N(C=C1)C(=CN2)C2=CC=C(CN)C=C2 (4-[7-(4-methanesulfonyl-phenyl)-imidazo[1,2-a]pyridin-3-yl]-benzylamine), ClC(COC(NC=1N(N=C(C1)C(C)(C)C)CCO[Si](C)(C)C(C)(C)C)=O)(Cl)Cl ({5-tert-butyl-2-[2-(tert-butyl-dimethyl-silanyloxy)-ethyl]-2H-pyrazol-3-yl}-carbamic acid 2,2,2-trichloro-ethyl ester). The product is C(C)(C)(C)C=1C=C(N(N1)CCO[Si](C)(C)C(C)(C)C)NC(=O)NCC1=CC=C(C=C1)C1=CN=C2N1C=CC(=C2)C2=CC=C(C=C2)S(=O)(=O)C (1-{5-tert-Butyl-2-[2-(tert-butyl-dimethyl-silanyloxy)-ethyl]-2H-pyrazol-3-yl}-3-{4-[7-(4-methanesulfonyl-phenyl)-imidazo[1,2-a]pyridin-3-yl]-benzyl}-urea). Reaction SMILES: [CH3:1][S:2]([C:5]1[CH:10]=[CH:9][C:8]([C:11]2[CH:16]=[CH:15][N:14]3[C:17]([C:20]4[CH:27]=[CH:26][C:23]([CH2:24][NH2:25])=[CH:22][CH:21]=4)=[CH:18][N:19]=[C:13]3[CH:12]=2)=[CH:7][CH:6]=1)(=[O:4])=[O:3].ClC(Cl)(Cl)C[O:31][C:32](=O)[NH:33][C:34]1[N:35]([CH2:43][CH2:44][O:45][Si:46]([C:49]([CH3:52])([CH3:51])[CH3:50])([CH3:48])[CH3:47])[N:36]=[C:37]([C:39]([CH3:42])([CH3:41])[CH3:40])[CH:38]=1>>[C:39]([C:37]1[CH:38]=[C:34]([NH:33][C:32]([NH:25][CH2:24][C:23]2[CH:26]=[CH:27][C:20]([C:17]3[N:14]4[CH:15]=[CH:16][C:11]([C:8]5[CH:7]=[CH:6][C:5]([S:2]([CH3:1])(=[O:3])=[O:4])=[CH:10][CH:9]=5)=[CH:12][C:13]4=[N:19][CH:18]=3)=[CH:21][CH:22]=2)=[O:31])[N:35]([CH2:43][CH2:44][O:45][Si:46]([C:49]([CH3:52])([CH3:51])[CH3:50])([CH3:48])[CH3:47])[N:36]=1)([CH3:42])([CH3:40])[CH3:41]. Reported procedure: Prepare the title compound in a manner analogous to Example 1 from 4-[7-(4-methanesulfonyl-phenyl)-imidazo[1,2-a]pyridin-3-yl]-benzylamine and {5-tert-butyl-2-[2-(tert-butyl-dimethyl-silanyloxy)-ethyl]-2H-pyrazol-3-yl}-carbamic acid 2,2,2-trichloro-ethyl ester. MS (ES), m/z 701 (M+1). The solvent is O (water). Starting materials: CN(C=O)C (dimethylformamide), BrCC=C(C)C (1-bromo-3-methylbut-2-ene), C1=CC(=CC=C1O)C (p-cresol), [OH-].[Na+] (sodium hydroxide). The product is CC1=CC=C(OCC=C(C)C)C=C1 (p-methylphenoxy-3-methylbut-2-ene). Procedure: A mixture of p-cresol and sodium hydroxide was stirred with dimethylformamide and water while 1-bromo-3-methylbut-2-ene (VII; R1 =R2 =CH3, Hal=Br) was added dropwise. The 1-(p-methylphenoxy-3-methylbut-2-ene was isolated as described under Example B(i). Reaction SMILES: [CH:1]1[C:6]([OH:7])=[CH:5][CH:4]=[C:3]([CH3:8])[CH:2]=1.[OH-].[Na+].CN(C)C=O.Br[CH2:17][CH:18]=[C:19]([CH3:21])[CH3:20]>O>[CH3:8][C:3]1[CH:4]=[CH:5][C:6]([O:7][CH2:17][CH:18]=[C:19]([CH3:21])[CH3:20])=[CH:1][CH:2]=1 |f:1.2|. The reactants are O=C([O-])[O-], Cc1nc2ccccc2[nH]1, Cn1c(CN2CC(N3CCS(=O)(=O)CC3)C2)nc2c(N3CCOCC3)nc(Cl)nc21, [Cs+], [Cs+], C1COCCO1, O=C(C=Cc1ccccc1)C=Cc1ccccc1, O=C(C=Cc1ccccc1)C=Cc1ccccc1, O=C(C=Cc1ccccc1)C=Cc1ccccc1, [Pd], [Pd]. Yields the product Cc1nc2ccccc2n1-c1nc(N2CCOCC2)c2nc(CN3CC(N4CCS(=O)(=O)CC4)C3)n(C)c2n1. As a reaction SMILES: [C:41](=[O:42])([O-:43])[O-:44].[CH3:31][c:32]1[nH:33][c:34]2[c:35]([n:36]1)[cH:37][cH:38][cH:39][cH:40]2.[Cl:1][c:2]1[n:3][c:4]([N:25]2[CH2:26][CH2:27][O:28][CH2:29][CH2:30]2)[c:5]2[n:6][c:7]([CH2:12][N:13]3[CH2:14][CH:15]([N:17]4[CH2:18][CH2:19][S:20](=[O:23])(=[O:24])[CH2:21][CH2:22]4)[CH2:16]3)[n:8]([CH3:11])[c:9]2[n:10]1.[Cs+:45].[Cs+:46].[O:47]1[CH2:48][CH2:49][O:50][CH2:51][CH2:52]1.[O:55]=[C:56]([CH:57]=[CH:58][c:59]1[cH:60][cH:61][cH:62][cH:63][cH:64]1)[CH:65]=[CH:66][c:67]1[cH:68][cH:69][cH:70][cH:71][cH:72]1.[O:73]=[C:74]([CH:75]=[CH:76][c:77]1[cH:78][cH:79][cH:80][cH:81][cH:82]1)[CH:83]=[CH:84][c:85]1[cH:86][cH:87][cH:88][cH:89][cH:90]1.[O:91]=[C:92]([CH:93]=[CH:94][c:95]1[cH:96][cH:97][cH:98][cH:99][cH:100]1)[CH:101]=[CH:102][c:103]1[cH:104][cH:105][cH:106][cH:107][cH:108]1.[Pd:53].[Pd:54]>>[c:2]1(-[n:36]2[c:32]([CH3:31])[n:33][c:34]3[c:35]2[cH:37][cH:38][cH:39][cH:40]3)[n:3][c:4]([N:25]2[CH2:26][CH2:27][O:28][CH2:29][CH2:30]2)[c:5]2[n:6][c:7]([CH2:12][N:13]3[CH2:14][CH:15]([N:17]4[CH2:18][CH2:19][S:20](=[O:23])(=[O:24])[CH2:21][CH2:22]4)[CH2:16]3)[n:8]([CH3:11])[c:9]2[n:10]1.